This data is from the Open Reaction Database (ORD), a public repository of structured organic reaction records. The task is: describe an organic reaction: reactants, conditions, products, and yield The reactants are ClC(=O)OCC(C)C (isobutyl chloroformate), C([O-])([O-])=O.[Na+].[Na+] (sodium carbonate), Cl.Cl.NC=1C=C(C=CC1)NC(=N)N1CCCC1 (N-(3-aminophenyl)-1-pyrrolidinecarboximidamide dihydrochloride). The solvent is O1CCCC1 (tetrahydrofuran), O (water), O (water). The product is Cl.CC(COC(=O)NC=1C=C(C=CC1)NC(=N)N1CCCC1)C (N-(3-(((2-methylpropyloxy)carbonyl)amino)phenyl)-1-pyrrolidinecarboximidamide monohydrochloride). Reaction SMILES: Cl.Cl.[NH2:3][C:4]1[CH:5]=[C:6]([NH:10][C:11]([N:13]2[CH2:17][CH2:16][CH2:15][CH2:14]2)=[NH:12])[CH:7]=[CH:8][CH:9]=1.C(=O)([O-])[O-].[Na+].[Na+].[Cl:24][C:25]([O:27][CH2:28][CH:29]([CH3:31])[CH3:30])=[O:26]>O.O1CCCC1>[ClH:24].[CH3:30][CH:29]([CH3:31])[CH2:28][O:27][C:25]([NH:3][C:4]1[CH:5]=[C:6]([NH:10][C:11]([N:13]2[CH2:17][CH2:16][CH2:15][CH2:14]2)=[NH:12])[CH:7]=[CH:8][CH:9]=1)=[O:26] |f:0.1.2,3.4.5,9.10|. Procedure details: A solution of the product of Example 1, step (b), 1.38 g, 0.0050 moles, was dissolved in 20 ml of water. The solution was gradually treated with sodium carbonate, 0.84 g, 0.0100 moles, and cooled to O° C. A solution of 0.71 ml of isobutyl chloroformate in 10 ml of tetrahydrofuran was added. After 16 hours the mixture was diluted with water to 100 ml and washed with 20 ml of chloroform. This solution was then made basic with 50% aqueous sodium hydroxide and extracted with 20 ml chloroform (twice)... Starting materials: C(=O)NNC1=CC=C(C=C1)N (1-Formyl-2-(4-aminophenyl)hydrazine), C(CCC)N=C=S (butyl isothiocyanate). Run in C(C)O (ethanol). The product is C(CCC)NC(NC1=CC=C(C=C1)NNC=O)=S (3-Butyl-1-[4-(2-formylhydrazino)phenyl]thiourea). Reaction SMILES: [CH:1]([NH:3][NH:4][C:5]1[CH:10]=[CH:9][C:8]([NH2:11])=[CH:7][CH:6]=1)=[O:2].[CH2:12]([N:16]=[C:17]=[S:18])[CH2:13][CH2:14][CH3:15]>C(O)C>[CH2:12]([NH:16][C:17](=[S:18])[NH:11][C:8]1[CH:9]=[CH:10][C:5]([NH:4][NH:3][CH:1]=[O:2])=[CH:6][CH:7]=1)[CH2:13][CH2:14][CH3:15]. Procedure details: 1-Formyl-2-(4-aminophenyl)hydrazine (7.5 g, 0.05 mole) and butyl isothiocyanate (5.7 g, 0.05 mole) were mixed in ethanol (120 ml) and the mixture was refluxed for 30 minutes. The resulting solution was chilled in ice and upon scratching the product crystallized out as a white solid. The mixture was filtered and the solid was washed with ether. The product was dried to give a pale tan crystalline powder. Yield 9.8 g (74%), m.p. 129°-131° C. The product is S(=O)(=O)(C1=CC=C(C)C=C1)OC(C(=O)OC[Si](C)(C)C)C (trimethylsilyl-methyl 2-tosyloxy-propionate). The reactants are N1=CC=CC=C1 (pyridine), S(=O)(=O)(C1=CC=C(C)C=C1)OC(C(=O)Cl)C (tosyloxy-propionic acid chloride), C[Si](C)(C)CO (trimethylsilyl-methanol), C1(=CC=CC=C1)C (toluene). The solvent is O (water). RXN SMILES: N1C=CC=CC=1.[S:7]([O:17][CH:18]([CH3:22])[C:19](Cl)=[O:20])([C:10]1[CH:16]=[CH:15][C:13]([CH3:14])=[CH:12][CH:11]=1)(=[O:9])=[O:8].[CH3:23][Si:24]([CH2:27][OH:28])([CH3:26])[CH3:25].C1(C)C=CC=CC=1>O>[S:7]([O:17][CH:18]([CH3:22])[C:19]([O:28][CH2:27][Si:24]([CH3:26])([CH3:25])[CH3:23])=[O:20])([C:10]1[CH:16]=[CH:15][C:13]([CH3:14])=[CH:12][CH:11]=1)(=[O:9])=[O:8]. Procedure details: 33 g (0.41 mole) of pyridine are slowly added dropwise to a mixture of 109 g (0.41 mole) of the S-enantiomer of tosyloxy-propionic acid chloride, 43.4 g (0.41 mole) of trimethylsilyl-methanol and 250 ml of toluene at 20° C., with stirring. The mixture is subsequently stirred at room temperature for 24 hours. Working up is then carried out by a procedure in which the reaction mixture is poured into water and extracted with toluene and the organic phase is concentrated by stripping off the diluent... Reactants: C(C)(C)(C)OC(=O)N1CCC(CC1)OC1=C(C=C(C=C1C(N)=O)[N+](=O)[O-])C(N)=O (4-(1-t-butoxycarbonylpiperidin-4-yloxy)-3,5-dicarbamoylnitrobenzene). Reagents/catalysts: [Pd] (palladium on carbon). The solvent is CO (methanol). Reaction conditions: time 1 hour. Product: C(C)(C)(C)OC(=O)N1CCC(CC1)OC1=C(C=C(N)C=C1C(N)=O)C(N)=O (4-(1-t-Butoxycarbonylpiperidin-4-yloxy)-3,5-dicarbamoylaniline). The yield is 100.7%. Reaction SMILES: [C:1]([O:5][C:6]([N:8]1[CH2:13][CH2:12][CH:11]([O:14][C:15]2[C:20]([C:21](=[O:23])[NH2:22])=[CH:19][C:18]([N+:24]([O-])=O)=[CH:17][C:16]=2[C:27](=[O:29])[NH2:28])[CH2:10][CH2:9]1)=[O:7])([CH3:4])([CH3:3])[CH3:2]>CO.[Pd]>[C:1]([O:5][C:6]([N:8]1[CH2:9][CH2:10][CH:11]([O:14][C:15]2[C:16]([C:27](=[O:29])[NH2:28])=[CH:17][C:18]([NH2:24])=[CH:19][C:20]=2[C:21](=[O:23])[NH2:22])[CH2:12][CH2:13]1)=[O:7])([CH3:4])([CH3:2])[CH3:3]. Procedure details: To a solution of 4-(1-t-butoxycarbonylpiperidin-4-yloxy)-3,5-dicarbamoylnitrobenzene (3.0 g) in methanol (60 ml) was added palladium on carbon (0.3 g) and the mixture was stirred under a hydrogen atmosphere at room temperature for 1 hour. The reaction mixture was filtered and the filtrate concentrated in vacuo to give the desired compound (2.8 g, yield quantitative) as a yellow solid. The reactants are CC(C)(CO)N(C)C (DMAMP), C(CCCCCCC)(=O)O (caprylic acid). The solvent is C1(=CC=CC=C1)C (toluene). Product: C(CCCCCCC)(=O)OCC(C)(C)N(C)C (2-dimethylamino-2-methyl-1-propyl caprylate). RXN SMILES: [CH3:1][C:2]([N:6]([CH3:8])[CH3:7])([CH2:4][OH:5])[CH3:3].[C:9](O)(=[O:17])[CH2:10][CH2:11][CH2:12][CH2:13][CH2:14][CH2:15][CH3:16]>C1(C)C=CC=CC=1>[C:9]([O:5][CH2:4][C:2]([N:6]([CH3:8])[CH3:7])([CH3:3])[CH3:1])(=[O:17])[CH2:10][CH2:11][CH2:12][CH2:13][CH2:14][CH2:15][CH3:16]. Procedure: DMAMP 118 g (1 mole) and commercial grade caprylic acid 131 g (1 mole) were dissolved in 35 ml of toluene. The mixture was heated under reflux at about 140°-165° until 20 ml distillate was recovered and no more was being collected. The pressure was then reduced to 10mm and distillation was continued to about 130° C to strip off toluene and water. The pressure was then reduced to about 1 mm and the main product fraction was recovered at a liquid temperature of about 106°-109°. There was obtained ... The reactants are ClC=1C=C(C(=NC1)F)C=1C(NC(N(C1)CCCN1C[C@]2(C[C@H]2C1)C1=CC=C(C=C1)C(F)(F)F)=O)=O (5-(5-chloro-2-fluoro-3-pyridinyl)-1-(3-{(1S,5R)-1-[4-(trifluoromethyl)phenyl]-3-azabicyclo[3.1.0]hex-3-yl}propyl)-2,4(1H,3H)-pyrimidinedione), Cl (HCl), O1CCOCC1 (dioxane). Product: Cl.Cl.ClC=1C=C(C(=NC1)F)C=1C(NC(N(C1)CCCN1C[C@]2(C[C@H]2C1)C1=CC=C(C=C1)C(F)(F)F)=O)=O (5-(5-chloro-2-fluoro-3-pyridinyl)-1-(3-{(1S,5R)-1-[4-(trifluoromethyl)phenyl]-3-azabicyclo[3.1.0]hex-3-yl}propyl)-2,4(1H,3H)-pyrimidinedione dihydrochloride). RXN SMILES: [Cl:1][C:2]1[CH:3]=[C:4]([C:9]2[C:10](=[O:35])[NH:11][C:12](=[O:34])[N:13]([CH2:15][CH2:16][CH2:17][N:18]3[CH2:23][C@H:22]4[C@:20]([C:24]5[CH:29]=[CH:28][C:27]([C:30]([F:33])([F:32])[F:31])=[CH:26][CH:25]=5)([CH2:21]4)[CH2:19]3)[CH:14]=2)[C:5]([F:8])=[N:6][CH:7]=1.[ClH:36].O1CCOCC1>>[ClH:1].[ClH:36].[Cl:1][C:2]1[CH:3]=[C:4]([C:9]2[C:10](=[O:35])[NH:11][C:12](=[O:34])[N:13]([CH2:15][CH2:16][CH2:17][N:18]3[CH2:23][C@H:22]4[C@:20]([C:24]5[CH:29]=[CH:28][C:27]([C:30]([F:31])([F:33])[F:32])=[CH:26][CH:25]=5)([CH2:21]4)[CH2:19]3)[CH:14]=2)[C:5]([F:8])=[N:6][CH:7]=1 |f:3.4.5|. Procedure: 5-(5-chloro-2-fluoro-3-pyridinyl)-1-(3-{(1S,5R)-1-[4-(trifluoromethyl)phenyl]-3-azabicyclo[3.1.0]hex-3-yl}propyl)-2,4(1H,3H)-pyrimidinedione was treated with a solution of 4N HCl in dioxane (2 eq) to give the title compound. Reactants: C(C)(=O)O (acetic acid), N1=CC(=CC=C1)N1C(NCC1)=O (1-(3-pyridyl)-2-imidazolidinone), C(C=CC1=CC=CC=C1)Cl (cinnamyl chloride), [H-].[Na+] (sodium hydride). Run in CN(C=O)C (N,N-dimethylformamide). Reaction conditions: time 10 minute. Yields the product C(\C=C\C1=CC=CC=C1)N1C(N(CC1)C=1C=NC=CC1)=O ((E)-1-cinnamyl-3-(3-pyridyl)-2-imidazolidinone). The yield is 92.7%. As a reaction SMILES: [N:1]1[CH:6]=[CH:5][CH:4]=[C:3]([N:7]2[CH2:11][CH2:10][NH:9][C:8]2=[O:12])[CH:2]=1.[H-].[Na+].[CH2:15](Cl)[CH:16]=[CH:17][C:18]1[CH:23]=[CH:22][CH:21]=[CH:20][CH:19]=1.C(O)(=O)C>CN(C)C=O>[CH2:15]([N:9]1[CH2:10][CH2:11][N:7]([C:3]2[CH:2]=[N:1][CH:6]=[CH:5][CH:4]=2)[C:8]1=[O:12])/[CH:16]=[CH:17]/[C:18]1[CH:23]=[CH:22][CH:21]=[CH:20][CH:19]=1 |f:1.2|. Procedure: To a solution of 150 g of 1-(3-pyridyl)-2-imidazolidinone dissolved in 1500 ml of N,N-dimethylformamide was added 40 g of sodium hydride (60% oily dispersion). After the mixture was stirred at room temperature for 10 minutes, 154 g of cinnamyl chloride (trans-form) was added dropwise under ice-cooling and the mixture was stirred for 2 hours. After addition of 10 ml of acetic acid, the solvent was distilled off under reduced pressure and to the residue was added water, followed by extraction with... Starting materials: ClC1=C(C(=O)O)C=CC=N1 (2-chloro-nicotinic acid), ClC1=C(C=CC(=C1)Cl)O (2,4-dichloro-phenol), C([O-])([O-])=O.[Cs+].[Cs+] (caesium carbonate), Cl (HCl). Reagents/catalysts: CC#N.CC#N.CC#N.CC#N.F[P-](F)(F)(F)(F)F.[Cu+] (tetrakis(acetonitrile)copper(I) hexafluorophosphate). Run in C1(=CC=CC=C1)C (toluene), O (water). Yields the product ClC1=C(OC2=C(C(=O)O)C=CC=N2)C=CC(=C1)Cl (2-(2,4-Dichloro-phenoxy)-nicotinic acid). Reaction SMILES: Cl[C:2]1[N:10]=[CH:9][CH:8]=[CH:7][C:3]=1[C:4]([OH:6])=[O:5].[Cl:11][C:12]1[CH:17]=[C:16]([Cl:18])[CH:15]=[CH:14][C:13]=1[OH:19].C(=O)([O-])[O-].[Cs+].[Cs+].Cl>C1(C)C=CC=CC=1.O.CC#N.CC#N.CC#N.CC#N.F[P-](F)(F)(F)(F)F.[Cu+]>[Cl:11][C:12]1[CH:17]=[C:16]([Cl:18])[CH:15]=[CH:14][C:13]=1[O:19][C:2]1[N:10]=[CH:9][CH:8]=[CH:7][C:3]=1[C:4]([OH:6])=[O:5] |f:2.3.4,8.9.10.11.12.13|. Procedure details: To a solution of 2-chloro-nicotinic acid (2.15 g, 13.65 mmol, 1.0 equiv; [CAS RN 2942-59-8]) and 2,4-dichloro-phenol (2.22 g, 13.65 mmol, 1.0 equiv; [CAS RN 120-83-2]) in toluene (40 mL) was added caesium carbonate (8.89 g, 27.29 mmol, 2.0 equiv; [CAS RN 534-17-8]) and tetrakis(acetonitrile)copper(I) hexafluorophosphate (1.02 g, 2.73 mmol, 0.2 equiv; [CAS RN 64443-05-6]). The reaction mixture was heated to reflux over night. The solvent was evaporated under reduced pressure and the crude reactio... Reactants: FC1=CC2=C(N=C(S2)C=2C(=NC=C(C2)C=2C=NN(C2)C2CCNCC2)N)C=C1 (3-(6-fluorobenzothiazol-2-yl)-5-(1-piperidin-4-yl-1H-pyrazol-4-yl)-pyridin-2-ylamine), ClC=1SC2=C(N1)C=CC=C2OC (2-chloro-7-methoxy-1,3-benzothiazole). Product: COC1=CC=CC=2N=C(SC21)C=2C(=NC=C(C2)C=2C=NN(C2)C2CCNCC2)N (3-(7-Methoxybenzothiazol-2-yl)-5-(1-piperidin-4-yl-1H-pyrazol-4-yl)-pyridin-2-ylamine). RXN SMILES: F[C:2]1[CH:28]=[CH:27][C:5]2[N:6]=[C:7]([C:9]3[C:10]([NH2:26])=[N:11][CH:12]=[C:13]([C:15]4[CH:16]=[N:17][N:18]([CH:20]5[CH2:25][CH2:24][NH:23][CH2:22][CH2:21]5)[CH:19]=4)[CH:14]=3)[S:8][C:4]=2[CH:3]=1.ClC1SC2[C:38]([O:39]C)=CC=CC=2N=1>>[CH3:38][O:39][C:3]1[C:4]2[S:8][C:7]([C:9]3[C:10]([NH2:26])=[N:11][CH:12]=[C:13]([C:15]4[CH:16]=[N:17][N:18]([CH:20]5[CH2:25][CH2:24][NH:23][CH2:22][CH2:21]5)[CH:19]=4)[CH:14]=3)=[N:6][C:5]=2[CH:27]=[CH:28][CH:2]=1. Reported procedure: Same procedure as 3-(6-fluorobenzothiazol-2-yl)-5-(1-piperidin-4-yl-1H-pyrazol-4-yl)-pyridin-2-ylamine except using 2-chloro-7-methoxy-1,3-benzothiazole in place of 2-chloro-6-fluorobenzothiazole to afford the title compound as a yellow solid. 1H NMR (400 MHz, CD3OD): δ=8.80 (d, J=2.0 Hz, 1H), 8.38 (s, 1H), 8.35 (d, J=2.0 Hz, 1H), 8.07 (s, 1H), 7.79 (d, J=8.0 Hz, 1H), 7.59 (m, 1H), 7.13 (d, J=7.6 Hz, 1H), 4.66 (m, 1H), 4.06 (s, 3H), 3.59-3.62 (m, 2H), 2.33-2.39 (m, 4H). MS(ES+): m/z=407.13 [MH+]...